This data is from the Open Reaction Database (ORD), a public repository of structured organic reaction records. The task is: describe an organic reaction: reactants, conditions, products, and yield The reactants are C(C)(=O)OCC (ethyl acetate), C(C)(=O)OC(C)=O (acetic anhydride), CN(C)C1=NC=CC=C1 (dimethylaminopyridine), O1C(CCCC1)O[C@H]1C=C[C@H](C1)O ((-)-cis-4-(tetrahydro-pyran-2-yloxy)-cyclopent-2-enol). Solvent: N1=CC=CC=C1 (pyridine). The product is O1C(CCCC1)O[C@H]1C=C[C@H](C1)OC(C)=O ((+)-acetic acid cis-4-(tetrahydro-pyran-2-yloxy)-cyclopent-2-enyl ester). Yield: 81.0%. RXN SMILES: [O:1]1[CH2:6][CH2:5][CH2:4][CH2:3][CH:2]1[O:7][C@@H:8]1[CH2:12][C@H:11]([OH:13])[CH:10]=[CH:9]1.[C:14](OC(=O)C)(=[O:16])[CH3:15].CN(C1C=CC=CN=1)C.C(OCC)(=O)C>N1C=CC=CC=1>[O:1]1[CH2:6][CH2:5][CH2:4][CH2:3][CH:2]1[O:7][C@@H:8]1[CH2:12][C@H:11]([O:13][C:14](=[O:16])[CH3:15])[CH:10]=[CH:9]1. Procedure details: Dissolve (-)-cis-4-(tetrahydro-pyran-2-yloxy)-cyclopent-2-enol (292 mg, 1.59 mmol, prepared in example 11) in pyridine (2.8 mL) and treat with acetic anhydride (0.39 mL) and dimethylaminopyridine (16 mg). Stir the reaction overnight. Concentrate the reaction under vacuum, dissolve the residue with ethyl acetate (10 mL). Wash with 0.5M hydrochloric acid that is 1/2 saturated with brine (2×10 mL), saturated sodium bicarbonate (10 mL), brine (10 mL), dry over anhydrous magnesium sulfate, filter and... Reactants: BrC=1C(N(C(=CC1O)C)C1=C(C(=O)OC)C=CC(=C1)C(=O)NC)=O (methyl 2-(3-bromo-4-hydroxy-6-methyl-2-oxopyridin-1(2H)-yl)-4-[(methylamino)carbonyl]benzoate), C(=O)([O-])[O-].[K+].[K+] (K2CO3), FC1=C(CBr)C=CC(=C1)F (2,4 difluorobenzyl bromide). Solvent: CN(C=O)C (dimethylformamide), C(C)(=O)OCC (ethyl acetate), [Cl-].[Na+].O (brine). Reaction conditions: time 6.5 hour. Yields the product BrC=1C(N(C(=CC1OCC1=C(C=C(C=C1)F)F)C)C1=C(C(=O)OC)C=CC(=C1)C(=O)NC)=O (methyl 2-[3-bromo-4-[(2,4-difluorobenzyl)oxy]-6-methyl-2-oxopyridin-1(2H)-yl]-4-[(methylamino)carbonyl]benzoate). RXN SMILES: [Br:1][C:2]1[C:3](=[O:24])[N:4]([C:10]2[CH:19]=[C:18]([C:20]([NH:22][CH3:23])=[O:21])[CH:17]=[CH:16][C:11]=2[C:12]([O:14][CH3:15])=[O:13])[C:5]([CH3:9])=[CH:6][C:7]=1[OH:8].C([O-])([O-])=O.[K+].[K+].[F:31][C:32]1[CH:39]=[C:38]([F:40])[CH:37]=[CH:36][C:33]=1[CH2:34]Br>CN(C)C=O.C(OCC)(=O)C.[Cl-].[Na+].O>[Br:1][C:2]1[C:3](=[O:24])[N:4]([C:10]2[CH:19]=[C:18]([C:20]([NH:22][CH3:23])=[O:21])[CH:17]=[CH:16][C:11]=2[C:12]([O:14][CH3:15])=[O:13])[C:5]([CH3:9])=[CH:6][C:7]=1[O:8][CH2:34][C:33]1[CH:36]=[CH:37][C:38]([F:40])=[CH:39][C:32]=1[F:31] |f:1.2.3,7.8.9|. Reported procedure: To a solution of methyl 2-(3-bromo-4-hydroxy-6-methyl-2-oxopyridin-1(2H)-yl)-4-[(methylamino)carbonyl]benzoate (from Step 3) (241 mg, 0.610 mmol) in dimethylformamide (0.5 mL) was added sequentially K2CO3 (240 my, 1.73 mmol) and 2,4 difluorobenzyl bromide (0.085 mL, 0.66 mmol). The resulting suspension was stirred for 6.5 hours until complete consumption of starting material by LCMS analysis. The reaction was then diluted with ethyl acetate (200 mL) and brine washed (3×200 mL). The resulting org... The reactants are Br, COC(=O)N1CCC(c2cc(=O)[nH]o2)CC1c1ccccc1. Yields the product O=c1cc(C2CCNC(c3ccccc3)C2)o[nH]1. Reaction SMILES: [BrH:23].[O:1]=[c:2]1[nH:3][o:4][c:5]([CH:7]2[CH2:8][CH:9]([c:17]3[cH:18][cH:19][cH:20][cH:21][cH:22]3)[N:10]([C:13]([O:14][CH3:15])=[O:16])[CH2:11][CH2:12]2)[cH:6]1>>[O:1]=[c:2]1[nH:3][o:4][c:5]([CH:7]2[CH2:8][CH:9]([c:17]3[cH:18][cH:19][cH:20][cH:21][cH:22]3)[NH:10][CH2:11][CH2:12]2)[cH:6]1. Reactants: C(C1=CC=CC=C1)OC(=O)NC(C)C1=NC2=C(N1)C=CC(=C2)Cl (rac.-N-benzyloxycarbonyl-1-(5-chloro-1H-benzimidazol-2-yl)ethylamine), [H][H] (hydrogen). The reagents and catalysts are [Pd] (palladium on charcoal). Run in CO (methanol), C(Cl)Cl (methylene chloride). The product is ClC1=CC2=C(N=C(N2)C(C)N)C=C1 (rac.-1-(5-chlorobenzimidazol-2-yl)ethylamine). RXN SMILES: C(OC([NH:11][CH:12]([C:14]1[NH:18][C:17]2[CH:19]=[CH:20][C:21]([Cl:23])=[CH:22][C:16]=2[N:15]=1)[CH3:13])=O)C1C=CC=CC=1.[H][H]>CO.C(Cl)Cl.[Pd]>[Cl:23][C:21]1[CH:20]=[CH:19][C:17]2[N:18]=[C:14]([CH:12]([NH2:11])[CH3:13])[NH:15][C:16]=2[CH:22]=1. Reported procedure: 5.00 g (contaminated) of rac.-N-benzyloxycarbonyl-1-(5-chloro-1H-benzimidazol-2-yl)ethylamine is dissolved in a mixture of 100 mL of methanol and 40 mL methylene chloride, combined with 1.0 g palladium on charcoal, and hydrogenated for 1 hour at 3.4 bar hydrogen pressure. The solvents are distilled off and the crude product is purified by chromatography with silica gel (eluent: methylene chloride/ethanol=95:5+0.2% ammonia). Yield: 1.08 g (25% over 3 steps); Rf value: 0.37 (silica gel; dichlorome... The reactants are CCCCCCCCCCCCCC(=O)Cl, CN(C)c1ccccn1, ClCCl, C=CC1(CO)COC(=O)C1, c1ccncc1. The product is C=CC1(COC(=O)CCCCCCCCCCCCC)COC(=O)C1. As a reaction SMILES: [C:26]([CH2:27][CH2:28][CH2:29][CH2:30][CH2:31][CH2:32][CH2:33][CH2:34][CH2:35][CH2:36][CH2:37][CH2:38][CH3:39])(=[O:40])[Cl:41].[CH3:17][N:18]([c:19]1[cH:20][cH:21][cH:22][cH:23][n:24]1)[CH3:25].[Cl:42][CH2:43][Cl:44].[OH:1][CH2:2][C:3]1([CH:9]=[CH2:10])[CH2:4][C:5](=[O:8])[O:6][CH2:7]1.[cH:11]1[cH:12][cH:13][n:14][cH:15][cH:16]1>>[O:1]([CH2:2][C:3]1([CH:9]=[CH2:10])[CH2:4][C:5](=[O:8])[O:6][CH2:7]1)[C:26]([CH2:27][CH2:28][CH2:29][CH2:30][CH2:31][CH2:32][CH2:33][CH2:34][CH2:35][CH2:36][CH2:37][CH2:38][CH3:39])=[O:40]. Reactants: ClC(C(=O)OCC)[C@@H](CC1=CC=CC=C1)O (Ethyl (3R)-2-chloro-3-hydroxy-4-phenylbutyrate), [O-]CC.[Na+].C(C)O (sodium ethoxide ethanol). The solvent is C(C)O (ethanol). Reaction conditions: time 3 hour. Yields the product C(C1=CC=CC=C1)[C@@H]1[C@H](O1)C(=O)O ((2S,3R)-3-benzyl-2-oxiranecarboxylic acid). Yield: 74.1%. Reaction SMILES: Cl[CH:2]([C@H:8]([OH:16])[CH2:9][C:10]1[CH:15]=[CH:14][CH:13]=[CH:12][CH:11]=1)[C:3]([O:5]CC)=[O:4].[O-]CC.[Na+].C(O)C>C(O)C>[CH2:9]([C@H:8]1[O:16][C@@H:2]1[C:3]([OH:5])=[O:4])[C:10]1[CH:11]=[CH:12][CH:13]=[CH:14][CH:15]=1 |f:1.2.3|. Procedure details: Ethyl (3R)-2-chloro-3-hydroxy-4-phenylbutyrate (122 mg, 0.5 mmol) was dissolved in ethanol (3 ml), and 20 wt % sodium ethoxide/ethanol solution (254 mg) was gradually added. The mixture was stirred at room temperature for 3 hours, and the solvent was evaporated away under reduced pressure. Water (5 ml) was added, and the pH was adjusted to 13 with 30 wt % aqueous solution of sodium hydroxide. The mixture was washed with toluene (5 ml), and the pH was adjusted to 1.5 with concentrated hydrochlori... Starting materials: COc1cc(-c2c[nH]c3ncc4nncn4c23)ccn1, CCCC[Sn](CCCC)(CCCC)c1ccnc(OC)c1, CCO, [Cl-], Cl, [Cu]I, [H-], [Li+], [Na+], [Na+], O=C1CCC(=O)N1Br, [OH-], O. Yields the product O=c1cc(-c2c[nH]c3ncc4nncn4c23)cc[nH]1. Reaction SMILES: [CH3:2][O:3][c:4]1[n:5][cH:6][cH:7][c:8](-[c:10]2[cH:11][nH:12][c:13]3[n:14][cH:15][c:16]4[n:17]([c:18]23)[cH:19][n:20][n:21]4)[cH:9]1.[CH3:34][O:35][c:36]1[cH:37][c:38]([Sn:39]([CH2:40][CH2:41][CH2:42][CH3:43])([CH2:44][CH2:45][CH2:46][CH3:47])[CH2:48][CH2:49][CH2:50][CH3:51])[cH:52][cH:53][n:54]1.[CH3:57][CH2:58][OH:59].[Cl-:55].[ClH:1].[Cu:61][I:62].[H-:33].[Li+:56].[Na+:23].[Na+:32].[O:24]=[C:25]1[N:26]([Br:27])[C:28](=[O:29])[CH2:30][CH2:31]1.[OH-:22].[OH2:60]>>[O:3]=[c:4]1[nH:5][cH:6][cH:7][c:8](-[c:10]2[cH:11][nH:12][c:13]3[n:14][cH:15][c:16]4[n:17]([c:18]23)[cH:19][n:20][n:21]4)[cH:9]1.